From a dataset of the Open Reaction Database (ORD), a public repository of structured organic reaction records. describe an organic reaction: reactants, conditions, products, and yield Product: OC1=C(C(=O)O)C=C(C=C1)CN(C(\C=C\C1=CC=CC=C1)=O)CC1=CC=C(C=C1)C(=O)NCCCCCCCC (2-hydroxy-5-({{4-[(octylamino)carbonyl]benzyl}[(2E)-3-phenylprop-2-enoyl]amino}methyl)benzoic acid). The reactants are C(CCCCCCC)N (octylamine), C(C)(=O)O.NCC1=CC2=C(OC(OC2=O)(C)C)C=C1 (6-(aminomethyl)-2,2-dimethyl-4H-1,3-benzodioxin-4-one acetate), ClCC1=CC=C(C(=O)Cl)C=C1 (4-(chloromethyl)benzoyl chloride), C1(=CC=CC=C1)/C=C/C(=O)Cl ((2E)-3-phenylacryloyl chloride). Reported procedure: The title compound was prepared following the procedure A using octylamine, 4-(chloromethyl)benzoyl chloride, (2E)-3-phenylacryloyl chloride and 6-(aminomethyl)-2,2-dimethyl-4H-1,3-benzodioxin-4-one acetate. M+(ESI): 543.5 RXN SMILES: [CH2:1]([NH2:9])[CH2:2][CH2:3][CH2:4][CH2:5][CH2:6][CH2:7][CH3:8].Cl[CH2:11][C:12]1[CH:20]=[CH:19][C:15]([C:16](Cl)=[O:17])=[CH:14][CH:13]=1.[C:21]1(/[CH:27]=[CH:28]/[C:29](Cl)=[O:30])[CH:26]=[CH:25][CH:24]=[CH:23][CH:22]=1.C(O)(=O)C.[NH2:36][CH2:37][C:38]1[CH:50]=[CH:49][C:41]2[O:42]C(C)(C)[O:44][C:45](=[O:46])[C:40]=2[CH:39]=1>>[OH:42][C:41]1[CH:49]=[CH:50][C:38]([CH2:37][N:36]([CH2:11][C:12]2[CH:20]=[CH:19][C:15]([C:16]([NH:9][CH2:1][CH2:2][CH2:3][CH2:4][CH2:5][CH2:6][CH2:7][CH3:8])=[O:17])=[CH:14][CH:13]=2)[C:29](=[O:30])/[CH:28]=[CH:27]/[C:21]2[CH:26]=[CH:25][CH:24]=[CH:23][CH:22]=2)=[CH:39][C:40]=1[C:45]([OH:46])=[O:44] |f:3.4|.